The task is: describe an organic reaction: reactants, conditions, products, and yield. This data is from the Open Reaction Database (ORD), a public repository of structured organic reaction records. The reactants are N(N)C1=CC=C2C(=NC=NC2=C1)N (7-Hydrazino-quinazolin-4-ylamine), C1(CC1)CC(=O)C1C(CC(CC1=O)(C)C)=O (2-(2-Cyclopropyl-acetyl)-5,5-dimethyl-cyclohexane-1,3-dione). Solvent: CCO (EtOH). Reaction conditions: temperature 50 celsius, time 22 hour. The product is NC1=NC=NC2=CC(=CC=C12)N1N=C(C=2C(CC(CC12)(C)C)=O)CC1CC1 (1-(4-Amino-quinazolin-7-yl)-3-cyclopropylmethyl-6,6-dimethyl-1,5,6,7-tetrahydro-indazol-4-one). Reaction SMILES: [NH:1]([C:3]1[CH:12]=[C:11]2[C:6]([C:7]([NH2:13])=[N:8][CH:9]=[N:10]2)=[CH:5][CH:4]=1)[NH2:2].[CH:14]1([CH2:17][C:18]([CH:20]2[C:25](=[O:26])[CH2:24][C:23]([CH3:28])([CH3:27])[CH2:22][C:21]2=O)=O)[CH2:16][CH2:15]1>CCO>[NH2:13][C:7]1[C:6]2[C:11](=[CH:12][C:3]([N:1]3[C:21]4[CH2:22][C:23]([CH3:28])([CH3:27])[CH2:24][C:25](=[O:26])[C:20]=4[C:18]([CH2:17][CH:14]4[CH2:16][CH2:15]4)=[N:2]3)=[CH:4][CH:5]=2)[N:10]=[CH:9][N:8]=1. Reported procedure: 7-Hydrazino-quinazolin-4-ylamine (0.092, 16 mg) is dissolved in 1 mL EtOH and 2-(2-Cyclopropyl-acetyl)-5,5-dimethyl-cyclohexane-1,3-dione (0.092 mmol, 20.4 mg) is added. The reaction is stirred at 50° C. for 22 h. The reaction is cooled and quenched by pouring into 20 mL H2O and extracted 3 times with 5 mL CH2Cl2. The combined organics are dried with Na2SO4, concentrated, and purified by silica gel chromatography on Biotage using a gradient of 0-15% MeOH in DCM. 1-(4-Amino-quinazolin-7-yl)-3-cyc... Reactants: [N+](=O)([O-])C1=CC=C(C=C1)C1(CCOCC1)C#N (4-(4-nitro-phenyl)-tetrahydro-pyran-4-carbonitrile), [BH4-].[Na+] (NaBH4). The reagents and catalysts are [Cl-].[Cl-].[Cl-].[Cl-].[Zr+4] (ZrCl4). Solvent: C1CCOC1 (THF), CCOC(=O)C (EtOAc). Yields the product [N+](=O)([O-])C1=CC=C(C=C1)C1(CCOCC1)CN (C-[4-(4-Nitro-phenyl)-tetrahydro-pyran-4-yl]-methylamine). Reaction SMILES: [N+:1]([C:4]1[CH:9]=[CH:8][C:7]([C:10]2([C:16]#[N:17])[CH2:15][CH2:14][O:13][CH2:12][CH2:11]2)=[CH:6][CH:5]=1)([O-:3])=[O:2].[BH4-].[Na+]>C1COCC1.CCOC(C)=O.[Cl-].[Cl-].[Cl-].[Cl-].[Zr+4]>[N+:1]([C:4]1[CH:9]=[CH:8][C:7]([C:10]2([CH2:16][NH2:17])[CH2:15][CH2:14][O:13][CH2:12][CH2:11]2)=[CH:6][CH:5]=1)([O-:3])=[O:2] |f:1.2,5.6.7.8.9|. Reported procedure: A solution of 4-(4-nitro-phenyl)-tetrahydro-pyran-4-carbonitrile (as prepared in the previous step) in THF is treated with ZrCl4 and NaBH4 (Synthesis, (12), 995-6 (1988)) at RT. The mixture is diluted with EtOAc and washed with water. The organic layer is dried (MgSO4) and concentrated in vacuo. The residue is purified by silica gel chromatography with the appropriate solvent to afford the title compound. The reactants are O=C1CC(c2ccc(CC(NS(=O)(=O)c3ccccc3)c3ncc(-c4ccccc4)[nH]3)cc2Br)S(=O)(=O)N1, [C-]#N, [C-]#N, CN(C)C=O, O=C(O)C(F)(F)F, [Zn+2], c1ccc(P(c2ccccc2)(c2ccccc2)[Pd](P(c2ccccc2)(c2ccccc2)c2ccccc2)(P(c2ccccc2)(c2ccccc2)c2ccccc2)P(c2ccccc2)(c2ccccc2)c2ccccc2)cc1. Product: O=C(O)C(F)(F)F, N#Cc1cc(CC(NS(=O)(=O)c2ccccc2)c2ncc(-c3ccccc3)[nH]2)ccc1C1CC(=O)NS1(=O)=O. Reaction SMILES: [Br:8][c:9]1[cH:10][c:11]([CH2:23][CH:24]([c:25]2[nH:26][c:27](-[c:30]3[cH:31][cH:32][cH:33][cH:34][cH:35]3)[cH:28][n:29]2)[NH:36][S:37](=[O:38])(=[O:39])[c:40]2[cH:41][cH:42][cH:43][cH:44][cH:45]2)[cH:12][cH:13][c:14]1[CH:15]1[CH2:16][C:17](=[O:22])[NH:18][S:19]1(=[O:20])=[O:21].[C-:51]#[N:52].[C-:54]#[N:55].[CH3:46][N:47]([CH3:48])[CH:49]=[O:50].[F:1][C:2]([C:3](=[O:4])[OH:5])([F:6])[F:7].[Zn+2:53].[cH:56]1[cH:57][cH:58][c:59]([P:60]([Pd:61]([P:62]([c:63]2[cH:64][cH:65][cH:66][cH:67][cH:68]2)([c:69]2[cH:70][cH:71][cH:72][cH:73][cH:74]2)[c:75]2[cH:76][cH:77][cH:78][cH:79][cH:80]2)([P:81]([c:82]2[cH:83][cH:84][cH:85][cH:86][cH:87]2)([c:88]2[cH:89][cH:90][cH:91][cH:92][cH:93]2)[c:94]2[cH:95][cH:96][cH:97][cH:98][cH:99]2)[P:100]([c:101]2[cH:102][cH:103][cH:104][cH:105][cH:106]2)([c:107]2[cH:108][cH:109][cH:110][cH:111][cH:112]2)[c:113]2[cH:114][cH:115][cH:116][cH:117][cH:118]2)([c:119]2[cH:120][cH:121][cH:122][cH:123][cH:124]2)[c:125]2[cH:126][cH:127][cH:128][cH:129][cH:130]2)[cH:131][cH:132]1>>[F:1][C:2]([C:3](=[O:4])[OH:5])([F:6])[F:7].[c:9]1([C:46]#[N:47])[cH:10][c:11]([CH2:23][CH:24]([c:25]2[nH:26][c:27](-[c:30]3[cH:31][cH:32][cH:33][cH:34][cH:35]3)[cH:28][n:29]2)[NH:36][S:37](=[O:38])(=[O:39])[c:40]2[cH:41][cH:42][cH:43][cH:44][cH:45]2)[cH:12][cH:13][c:14]1[CH:15]1[CH2:16][C:17](=[O:22])[NH:18][S:19]1(=[O:20])=[O:21]. Reactants: [Cl-].[Na+] (sodium chloride), S1C=C(C=C1)C=O (3-thiophenecarboxaldehyde), CC1(OC(=CC1=O)C)C1=CC=CC=C1 (2,5-dimethyl-2-phenyl-3(2H)-furanone), [OH-].[Na+] (sodium hydroxide). Solvent: C(C)O (ethanol). Conditions: time 1 day. The product is CC1(OC(=CC1=O)C=CC1=CSC=C1)C1=CC=CC=C1 (2-Methyl-2-phenyl-5-[2-(3-thienyl)ethenyl]-3(2H)-furanone). Isolated yield 71.1%. As a reaction SMILES: [S:1]1[CH:5]=[CH:4][C:3]([CH:6]=O)=[CH:2]1.[CH3:8][C:9]1([C:16]2[CH:21]=[CH:20][CH:19]=[CH:18][CH:17]=2)[C:13](=[O:14])[CH:12]=[C:11]([CH3:15])[O:10]1.[OH-].[Na+].[Cl-].[Na+]>C(O)C>[CH3:8][C:9]1([C:16]2[CH:21]=[CH:20][CH:19]=[CH:18][CH:17]=2)[C:13](=[O:14])[CH:12]=[C:11]([CH:15]=[CH:6][C:3]2[CH:4]=[CH:5][S:1][CH:2]=2)[O:10]1 |f:2.3,4.5|. Procedure details: To a solution of 3-thiophenecarboxaldehyde (1.07 g, 9.6 mM) and 2,5-dimethyl-2-phenyl-3(2H)-furanone (1.5 g, 8 mM) in ethanol (50 mL), was added 1N aqueous sodium hydroxide (1.6 mL, 1.6 mM). After the reaction solution was stirred at room temperature for one day, saturated aqueous sodium chloride (400 mL) was added. The aqueous layer was extracted with dichloromethane (3×100 mL). The combined dichloromethane extracts were washed with saturated aqueous sodium chloride (50 mL), dried over MgSO4, f... Starting materials: CC1CCCC1O, Cc1ccccc1, CC(C)(C)OC(=O)N1CCOc2nc(Cl)ccc2C1, [H-], [Na+], O=C(C=Cc1ccccc1)C=Cc1ccccc1, O=C(C=Cc1ccccc1)C=Cc1ccccc1, O=C(C=Cc1ccccc1)C=Cc1ccccc1, O, [Pd], [Pd], c1ccc(P(c2ccccc2)c2ccc3ccccc3c2-c2c(P(c3ccccc3)c3ccccc3)ccc3ccccc23)cc1. Yields the product CC1CCCC1Oc1ccc2c(n1)OCCN(C(=O)OC(C)(C)C)C2. RXN SMILES: [CH3:1][CH:2]1[CH:3]([OH:7])[CH2:4][CH2:5][CH2:6]1.[CH3:75][c:76]1[cH:77][cH:78][cH:79][cH:80][cH:81]1.[Cl:10][c:11]1[cH:12][cH:13][c:14]2[c:20]([n:21]1)[O:19][CH2:18][CH2:17][N:16]([C:22](=[O:23])[O:24][C:25]([CH3:26])([CH3:27])[CH3:28])[CH2:15]2.[H-:8].[Na+:9].[O:102]=[C:103]([CH:104]=[CH:105][c:106]1[cH:107][cH:108][cH:109][cH:110][cH:111]1)[CH:112]=[CH:113][c:114]1[cH:115][cH:116][cH:117][cH:118][cH:119]1.[O:120]=[C:121]([CH:122]=[CH:123][c:124]1[cH:125][cH:126][cH:127][cH:128][cH:129]1)[CH:130]=[CH:131][c:132]1[cH:133][cH:134][cH:135][cH:136][cH:137]1.[O:84]=[C:85]([CH:86]=[CH:87][c:88]1[cH:89][cH:90][cH:91][cH:92][cH:93]1)[CH:94]=[CH:95][c:96]1[cH:97][cH:98][cH:99][cH:100][cH:101]1.[OH2:138].[Pd:82].[Pd:83].[cH:29]1[cH:30][cH:31][c:32]([P:33]([c:34]2[cH:35][cH:36][c:37]3[c:38]([cH:39][cH:40][cH:41][cH:42]3)[c:43]2-[c:44]2[c:45]3[c:46]([cH:47][cH:48][cH:49][cH:50]3)[cH:51][cH:52][c:53]2[P:54]([c:55]2[cH:56][cH:57][cH:58][cH:59][cH:60]2)[c:61]2[cH:62][cH:63][cH:64][cH:65][cH:66]2)[c:67]2[cH:68][cH:69][cH:70][cH:71][cH:72]2)[cH:73][cH:74]1>>[CH3:1][CH:2]1[CH:3]([O:7][c:11]2[cH:12][cH:13][c:14]3[c:20]([n:21]2)[O:19][CH2:18][CH2:17][N:16]([C:22](=[O:23])[O:24][C:25]([CH3:26])([CH3:27])[CH3:28])[CH2:15]3)[CH2:4][CH2:5][CH2:6]1. Reactants: COC(=O)C(CSc1ccc(F)cc1)NC(=O)OC(C)(C)C, CO, [Na+], [OH-]. The product is CC(C)(C)OC(=O)NC(CSc1ccc(F)cc1)C(=O)O. RXN SMILES: [CH3:1][O:2][C:3]([CH:4]([CH2:5][S:6][c:7]1[cH:8][cH:9][c:10]([F:13])[cH:11][cH:12]1)[NH:14][C:15](=[O:16])[O:17][C:18]([CH3:19])([CH3:20])[CH3:21])=[O:22].[CH3:25][OH:26].[Na+:24].[OH-:23]>>[O:2]=[C:3]([CH:4]([CH2:5][S:6][c:7]1[cH:8][cH:9][c:10]([F:13])[cH:11][cH:12]1)[NH:14][C:15](=[O:16])[O:17][C:18]([CH3:19])([CH3:20])[CH3:21])[OH:22]. The reactants are COC=1C=C(C=C(C1)[N+](=O)[O-])C(F)(F)F (3-Methoxy-5-nitrobenzotrifluoride), Cl.[NH+]1=CC=CC=C1 (pyridinium hydrochloride). Conditions: time 7 day. Product: OC=1C=C(C=C(C1)[N+](=O)[O-])C(F)(F)F (3-hydroxy-5-nitrobenzotrifluoride). RXN SMILES: C[O:2][C:3]1[CH:4]=[C:5]([C:12]([F:15])([F:14])[F:13])[CH:6]=[C:7]([N+:9]([O-:11])=[O:10])[CH:8]=1.Cl.[NH+]1C=CC=CC=1>>[OH:2][C:3]1[CH:4]=[C:5]([C:12]([F:13])([F:14])[F:15])[CH:6]=[C:7]([N+:9]([O-:11])=[O:10])[CH:8]=1 |f:1.2|. Reported procedure: 3-Methoxy-5-nitrobenzotrifluoride (40 g, 181 mmol, 1 eq) and pyridinium hydrochloride (167 g, 1448 mmol, 8 eq) were heated together to 210° C. in an open vessel for 2.5 h. The dark mixture was cooled and partitioned between EtOAc and 2 N HCl. The EtOAc layer was washed (6×) with 2 N HCl, and once with brine. After drying over Na2SO4 the solution was filtered and stripped. The crude material was placed under vacuum for 7 days to provide a brownish solid which was used without further purification... Starting materials: CC(C)(C)OC(=O)N(Cc1ccc(Cl)cc1)c1nc(Cl)c(C=O)s1, CC(C)[Mg+], [Cl-], CC(C)[Si](C(C)C)(C(C)C)n1cc(I)c2cccnc21, C1CCOC1, O. Product: CC(C)[Si](C(C)C)(C(C)C)n1cc(C(O)c2sc(N(Cc3ccc(Cl)cc3)C(=O)OC(C)(C)C)nc2Cl)c2cccnc21. Reaction SMILES: [C:26]([CH3:27])([CH3:28])([CH3:29])[O:30][C:31]([N:32]([c:33]1[s:34][c:35]([CH:39]=[O:40])[c:36]([Cl:38])[n:37]1)[CH2:41][c:42]1[cH:43][cH:44][c:45]([Cl:48])[cH:46][cH:47]1)=[O:49].[CH:22]([Mg+:23])([CH3:24])[CH3:25].[Cl-:21].[I:1][c:2]1[cH:3][n:4]([Si:11]([CH:12]([CH3:13])[CH3:14])([CH:15]([CH3:16])[CH3:17])[CH:18]([CH3:19])[CH3:20])[c:5]2[n:6][cH:7][cH:8][cH:9][c:10]12.[O:51]1[CH2:52][CH2:53][CH2:54][CH2:55]1.[OH2:50]>>[c:2]1([CH:39]([c:35]2[s:34][c:33]([N:32]([C:31]([O:30][C:26]([CH3:27])([CH3:28])[CH3:29])=[O:49])[CH2:41][c:42]3[cH:43][cH:44][c:45]([Cl:48])[cH:46][cH:47]3)[n:37][c:36]2[Cl:38])[OH:40])[cH:3][n:4]([Si:11]([CH:12]([CH3:13])[CH3:14])([CH:15]([CH3:16])[CH3:17])[CH:18]([CH3:19])[CH3:20])[c:5]2[n:6][cH:7][cH:8][cH:9][c:10]12.